Dataset: the Open Reaction Database (ORD), a public repository of structured organic reaction records. Task: describe an organic reaction: reactants, conditions, products, and yield Starting materials: BrC1=CC(=C(C(=C1)OC)O)CCO (4-bromo-2-(2-hydroxyethyl)-6-methoxyphenol), FC(C(=O)O)(F)F.C(N)(=N)C1=CC=C(C=C1)NC(C1=NN(C(N1)=O)C1=C(C(=O)O)C=CC=C1)C1=C(C=C(C(=C1)OC)OC)F (2-{3-[(4-carbamimidoylphenylamino)-(2-fluoro-4,5-dimethoxyphenyl)methyl]5-oxo-4,5-dihydro-[1,2,4]triazol-1-yl}benzoic Acid trifluoroacetate), C[Si](C)(C)[N-][Si](C)(C)C.[Na+] (sodium bistrimethylsilylamide), BrCCl (bromochloromethane), [Cl-].[NH4+] (ammonium chloride). The solvent is CN(C)C=O (DMF), C(C)(=O)OCC (ethyl acetate). Conditions: time 30 minute. Yields the product BrC=1C=C(C2=C(CCOCO2)C1)OC (2-bromo-4-methoxy-8,9-dihydro-5,7-dioxabenzocycloheptene). Reaction SMILES: [Br:1][C:2]1[CH:7]=[C:6]([O:8][CH3:9])[C:5]([OH:10])=[C:4]([CH2:11][CH2:12][OH:13])[CH:3]=1.F[C:15](F)(F)C(O)=O.C(C1C=CC(NC(C2C=C(OC)C(OC)=CC=2F)C2NC(=O)N(C3C=CC=CC=3C(O)=O)N=2)=CC=1)(=N)N.C[Si]([N-][Si](C)(C)C)(C)C.[Na+].BrCCl.[Cl-].[NH4+]>CN(C=O)C.C(OCC)(=O)C>[Br:1][C:2]1[CH:7]=[C:6]([O:8][CH3:9])[C:5]2[O:10][CH2:15][O:13][CH2:12][CH2:11][C:4]=2[CH:3]=1 |f:1.2,3.4,6.7|. Procedure: To a solution of 898 mg of 4-bromo-2-(2-hydroxyethyl)-6-methoxyphenol in 10 ml of DMF there was added 1g of sodium bistrimethylsilylamide while cooling on ice, and the mixture was stirred at room temperature for 30 minutes. After adding 1 ml of bromochloromethane to the reaction mixture, it was stirred at 80° C. for 20 hours under a nitrogen atmosphere. Saturated aqueous ammonium chloride was added to the reaction mixture, and extraction was performed with ethyl acetate. The organic layer was dr... Reactants: [Li]CCCC (BuLi), BrC1CC2=CC=CC3=CC=CC1=C23 (1-Bromoacenaphthene), CSC(SC)SC (Tris(methylthio)methane). Run in CCCCCC (hexane), C1CCOC1 (THF), C1CCOC1 (THF). Conditions: time 8 hour. Yields the product CSC(C1CC2=CC=CC3=CC=CC1=C23)(SC)SC (1-Tris(methylthio)methylacenaphthene). As a reaction SMILES: [CH3:1][S:2][CH:3]([S:6][CH3:7])[S:4][CH3:5].[Li]CCCC.Br[CH:14]1[C:24]2=[C:25]3[C:20](=[CH:21][CH:22]=[CH:23]2)[CH:19]=[CH:18][CH:17]=[C:16]3[CH2:15]1>C1COCC1.CCCCCC>[CH3:1][S:2][C:3]([S:6][CH3:7])([S:4][CH3:5])[CH:15]1[C:16]2=[C:25]3[C:20](=[CH:19][CH:18]=[CH:17]2)[CH:21]=[CH:22][CH:23]=[C:24]3[CH2:14]1. Reported procedure: Tris(methylthio)methane (22 g) was dissolved in THF (100 ml) under N2 at -78° C. 1.6 M BuLi in hexane solution (95 ml) was added slowly to yield a dense white precipitate. 1-Bromoacenaphthene (31.4 g) was dissolved in 20 ml of dry THF and added slowly to the above suspension to yield, after 10 minutes, a colorless solution. This was allowed to warm to room temperature, with the development of a brown color, and stirred overnight. The reactants are C1(=CC=CC2=CC=CC=C12)CCCCC1=C(OCC2OC2)C=CC=C1 (2-{2-[4-(1-naphthyl)butyl]phenoxymethyl}oxirane), CNC (dimethylamine). The solvent is O1CCCC1 (tetrahydrofuran). The product is CN(CC(COC1=C(C=CC=C1)CCCCC1=CC=CC2=CC=CC=C12)O)C (3-Dimethylamino-1-{2-[4-(1-naphthyl)butyl]phenoxy}-2-propanol). Yield: 77.0%. RXN SMILES: [C:1]1([CH2:11][CH2:12][CH2:13][CH2:14][C:15]2[CH:25]=[CH:24][CH:23]=[CH:22][C:16]=2[O:17][CH2:18][CH:19]2[CH2:21][O:20]2)[C:10]2[C:5](=[CH:6][CH:7]=[CH:8][CH:9]=2)[CH:4]=[CH:3][CH:2]=1.[CH3:26][NH:27][CH3:28]>O1CCCC1>[CH3:26][N:27]([CH3:28])[CH2:21][CH:19]([OH:20])[CH2:18][O:17][C:16]1[CH:22]=[CH:23][CH:24]=[CH:25][C:15]=1[CH2:14][CH2:13][CH2:12][CH2:11][C:1]1[C:10]2[C:5](=[CH:6][CH:7]=[CH:8][CH:9]=2)[CH:4]=[CH:3][CH:2]=1. Procedure details: Following a procedure similar to that described in Example 1(b), 300 mg of 2-{2-[4-(1-naphthyl)butyl]phenoxymethyl}oxirane [prepared as described in step (a) above] dissolved in 6 ml of tetrahydrofuran were treated with 1.2 ml of 50% by volume aqueous dimethylamine. The crude product was purified as described in Example 1(b), to give 265 mg (yield 77%) of the title compound as a colorless oil.